This data is from the Open Reaction Database (ORD), a public repository of structured organic reaction records. The task is: describe an organic reaction: reactants, conditions, products, and yield Starting materials: Cl (HCl), C(C)C=1C=C(N)C=C(C1)C1=NN=NN1C (3-Ethyl-5-(1-methyl-1H-tetraazol-5-yl)aniline), N1=C(C=CC=C1C)C (2,6-lutidine), ClC(=O)OC1=CC=CC=C1 (phenyl chloroformate). Solvent: C(C)(=O)OCC (ethyl acetate), C1CCOC1 (THF), C1CCOC1 (THF). Conditions: time 1 hour. Product: C(C)C=1C=C(C=C(C1)C1=NN=NN1C)NC(OC1=CC=CC=C1)=O (Phenyl 3-ethyl-5-(1-methyl-1H-tetraazol-5-yl)phenylcarbamate). The yield is 97.7%. Reaction SMILES: [CH2:1]([C:3]1[CH:4]=[C:5]([CH:7]=[C:8]([C:10]2[N:14]([CH3:15])[N:13]=[N:12][N:11]=2)[CH:9]=1)[NH2:6])[CH3:2].N1C(C)=CC=CC=1C.Cl[C:25]([O:27][C:28]1[CH:33]=[CH:32][CH:31]=[CH:30][CH:29]=1)=[O:26].Cl>C1COCC1.C(OCC)(=O)C>[CH2:1]([C:3]1[CH:4]=[C:5]([NH:6][C:25](=[O:26])[O:27][C:28]2[CH:33]=[CH:32][CH:31]=[CH:30][CH:29]=2)[CH:7]=[C:8]([C:10]2[N:14]([CH3:15])[N:13]=[N:12][N:11]=2)[CH:9]=1)[CH3:2]. Procedure details: 3-Ethyl-5-(1-methyl-1H-tetraazol-5-yl)aniline (3.83 g, 19 mmol, 1 equiv.), was dissolved in THF at 25° C. under nitrogen then 2,6-lutidine (Aldrich, 2.17 ml, 19 mmol, 1 equiv.) was added. Cooled the reaction to 0° C. Added a THF solution of phenyl chloroformate (2.36 ml, 19 mmol, 1 equiv.) dropwise via an addition funnel. Worked up after 1 hour by adding ethyl acetate and 0.1 N HCl. Separated the layers and rinsed the organic layer twice more with 0.1 N HCl and once with brine. The organic layer... Reactants: FC(C1=CC(=NC=C1)[C@@H](C)NC(=O)C1=CN(C2=NC=C(N=C21)C2=NN(C1=CC(=CC=C21)F)C)COCC[Si](C)(C)C)(F)F (2-(6-fluoro-1-methyl-1H-indazol-3-yl)-5-(2-trimethylsilanylethoxymethyl)-5H-pyrrolo[2,3-b]pyrazine-7-carboxylic acid [(R)-1-(4-trifluoromethyl-pyridin-2-yl)-ethyl]-amide), C(=O)(C(F)(F)F)O (TFA), C(CN)N (ethylene diamine). Run in C(Cl)Cl (CH2Cl2). Conditions: time 3 hour. The product is FC(C1=CC(=NC=C1)[C@@H](C)NC(=O)C1=CNC2=NC=C(N=C21)C2=NN(C1=CC(=CC=C21)F)C)(F)F (2-(6-Fluoro-1-methyl-1H-indazol-3-yl)-5H-pyrrolo[2,3-b]pyrazine-7-carboxylic acid [(R)-1-(4-trifluoromethyl-pyridin-2-yl)-ethyl]-amide). The yield is 67.2%. RXN SMILES: [F:1][C:2]([F:43])([F:42])[C:3]1[CH:8]=[CH:7][N:6]=[C:5]([C@H:9]([NH:11][C:12]([C:14]2[C:22]3[C:17](=[N:18][CH:19]=[C:20]([C:23]4[C:31]5[C:26](=[CH:27][C:28]([F:32])=[CH:29][CH:30]=5)[N:25]([CH3:33])[N:24]=4)[N:21]=3)[N:16](COCC[Si](C)(C)C)[CH:15]=2)=[O:13])[CH3:10])[CH:4]=1.C(O)(C(F)(F)F)=O.C(N)CN>C(Cl)Cl>[F:43][C:2]([F:1])([F:42])[C:3]1[CH:8]=[CH:7][N:6]=[C:5]([C@H:9]([NH:11][C:12]([C:14]2[C:22]3[C:17](=[N:18][CH:19]=[C:20]([C:23]4[C:31]5[C:26](=[CH:27][C:28]([F:32])=[CH:29][CH:30]=5)[N:25]([CH3:33])[N:24]=4)[N:21]=3)[NH:16][CH:15]=2)=[O:13])[CH3:10])[CH:4]=1. Procedure: To a solution of 2-(6-fluoro-1-methyl-1H-indazol-3-yl)-5-(2-trimethylsilanylethoxymethyl)-5H-pyrrolo[2,3-b]pyrazine-7-carboxylic acid [(R)-1-(4-trifluoromethyl-pyridin-2-yl)-ethyl]-amide (122 mg, 0.20 mmol) in CH2Cl2 (3 mL) was added TFA (1 mL, 13.0 mmol). The bright yellow-orange reaction mixture was stirred at room temperature for 3 h then concentrated. The residue was redissolved in CH2Cl2 (3 mL) and ethylene diamine (0.5 mL, 7.50 mmol) was added. The reaction mixture was stirred for 1 h then... The reactants are CC(Br)c1ccc(Cl)c(Cl)c1, O=C([O-])O, CN(C)C=O, CCN(C(C)C)C(C)C, ClCCl, [Na+], CC(C)(C)OC(=O)NCC1CNCCO1. Yields the product CC(c1ccc(Cl)c(Cl)c1)N1CCOC(CNC(=O)OC(C)(C)C)C1. RXN SMILES: [Br:25][CH:26]([CH3:27])[c:28]1[cH:29][c:30]([Cl:35])[c:31]([Cl:34])[cH:32][cH:33]1.[C:36](=[O:37])([O-:38])[OH:39].[CH3:41][N:42]([CH3:43])[CH:44]=[O:45].[CH:16]([N:17]([CH2:18][CH3:19])[CH:20]([CH3:21])[CH3:22])([CH3:23])[CH3:24].[Cl:46][CH2:47][Cl:48].[Na+:40].[O:1]1[CH:2]([CH2:7][NH:8][C:9]([O:10][C:11]([CH3:12])([CH3:13])[CH3:14])=[O:15])[CH2:3][NH:4][CH2:5][CH2:6]1>>[O:1]1[CH:2]([CH2:7][NH:8][C:9]([O:10][C:11]([CH3:12])([CH3:13])[CH3:14])=[O:15])[CH2:3][N:4]([CH:26]([CH3:27])[c:28]2[cH:29][c:30]([Cl:35])[c:31]([Cl:34])[cH:32][cH:33]2)[CH2:5][CH2:6]1. Reactants: ketone, [H-] (hydride), C(C)(=O)O[BH-](OC(C)=O)OC(C)=O.C[N+](C)(C)C (tetramethylammonium triacetoxyborohydride), FC(C(=O)O)(F)F (trifluoroacetic acid), O1CCC(CC1)=O (tetrahydro-pyran-4-one), NC1=C(C(=O)NC2=NNC3=CC=C(C=C23)S(=O)(=O)C2=CC=CC=C2)C=CC(=C1)N1CCN(CC1)C (2-Amino-N-(5-benzenesulfonyl-1H-indazol-3-yl)-4-(4-methyl-piperazin-1-yl)-benzamide). The solvent is ClCCl (dichloromethane). Reaction conditions: time 8 hour. The product is C1(=CC=CC=C1)S(=O)(=O)C=1C=C2C(=NNC2=CC1)NC(C1=C(C=C(C=C1)N1CCN(CC1)C)NC1CCOCC1)=O (N-(5-benzenesulfonyl-1H-indazol-3-yl)-4-(4-methyl-piperazin-1-yl)-2-(tetrahydro-pyran-4-ylamino)-benzamide). The yield is 64.7%. Reaction SMILES: [NH2:1][C:2]1[CH:28]=[C:27]([N:29]2[CH2:34][CH2:33][N:32]([CH3:35])[CH2:31][CH2:30]2)[CH:26]=[CH:25][C:3]=1[C:4]([NH:6][C:7]1[C:15]2[C:10](=[CH:11][CH:12]=[C:13]([S:16]([C:19]3[CH:24]=[CH:23][CH:22]=[CH:21][CH:20]=3)(=[O:18])=[O:17])[CH:14]=2)[NH:9][N:8]=1)=[O:5].FC(F)(F)C(O)=O.[O:43]1[CH2:48][CH2:47][C:46](=O)[CH2:45][CH2:44]1.C(O[BH-](OC(=O)C)OC(=O)C)(=O)C.C[N+](C)(C)C.[H-]>ClCCl>[C:19]1([S:16]([C:13]2[CH:14]=[C:15]3[C:10](=[CH:11][CH:12]=2)[NH:9][N:8]=[C:7]3[NH:6][C:4](=[O:5])[C:3]2[CH:25]=[CH:26][C:27]([N:29]3[CH2:30][CH2:31][N:32]([CH3:35])[CH2:33][CH2:34]3)=[CH:28][C:2]=2[NH:1][CH:46]2[CH2:47][CH2:48][O:43][CH2:44][CH2:45]2)(=[O:18])=[O:17])[CH:20]=[CH:21][CH:22]=[CH:23][CH:24]=1 |f:3.4|. Procedure details: 2-Amino-N-(5-benzenesulfonyl-1H-indazol-3-yl)-4-(4-methyl-piperazin-1-yl)-benzamide (245 mg, 0.5 mmol) was dissolved in dichloromethane (5 mL) and trifluoroacetic acid (0.77 mL, 10 mmol), treated first with tetrahydro-pyran-4-one (0.055 mL, 0.6 mmol) and then with tetramethylammonium triacetoxyborohydride (197 mg, 0.75 mmol). The reaction was stirred at room temperature overnight then additional ketone (0.055 mL, 0.6 mmol) and hydride (2 portions: 197 mg first and 50 mg after a couple of hours) ... The reactants are NC=1N=C2N(C=C(C=C2)OC=2C=C(C=CC2)NC(=O)C2=NC=CC=C2C)C1 (N-{3-[(2-aminoimidazo[1,2-a]pyridin-6-yl)oxy]phenyl}-3-methylpyridine-2-carboxamide), C(O)([O-])=O.[Na+] (sodium hydrogen carbonate), C1(CC1)S(=O)(=O)Cl (cyclopropanesulfonyl chloride). The solvent is O1CCCC1 (tetrahydrofuran). Reaction conditions: time 61 hour. Product: C1(CC1)S(=O)(=O)NC=1N=C2N(C=C(C=C2)OC=2C=C(C=CC2)NC(=O)C2=NC=CC=C2C)C1 (N-[3-({2-[(cyclopropylsulfonyl)amino]imidazo[1,2-a]pyridin-6-yl}oxy)phenyl]-3-methylpyridine-2-carboxamide). Isolated yield 22.6%. RXN SMILES: [NH2:1][C:2]1[N:3]=[C:4]2[CH:9]=[CH:8][C:7]([O:10][C:11]3[CH:12]=[C:13]([NH:17][C:18]([C:20]4[C:25]([CH3:26])=[CH:24][CH:23]=[CH:22][N:21]=4)=[O:19])[CH:14]=[CH:15][CH:16]=3)=[CH:6][N:5]2[CH:27]=1.C(=O)([O-])O.[Na+].[CH:33]1([S:36](Cl)(=[O:38])=[O:37])[CH2:35][CH2:34]1>O1CCCC1>[CH:33]1([S:36]([NH:1][C:2]2[N:3]=[C:4]3[CH:9]=[CH:8][C:7]([O:10][C:11]4[CH:12]=[C:13]([NH:17][C:18]([C:20]5[C:25]([CH3:26])=[CH:24][CH:23]=[CH:22][N:21]=5)=[O:19])[CH:14]=[CH:15][CH:16]=4)=[CH:6][N:5]3[CH:27]=2)(=[O:38])=[O:37])[CH2:35][CH2:34]1 |f:1.2|. Procedure details: To N-{3-[(2-aminoimidazo[1,2-a]pyridin-6-yl)oxy]phenyl}-3-methylpyridine-2-carboxamide (150 mg, 0.417 mmol), tetrahydrofuran (10 mL) and aqueous sodium hydrogen carbonate solution (5 mL) was added cyclopropanesulfonyl chloride (348 μL, 2.48 mmol), and the mixture was stirred at room temperature for 61 hr. The reaction mixture was concentrated under reduced pressure, diluted with aqueous sodium hydrogen carbonate solution and extracted with ethyl acetate. The organic layer was washed with aqueous... Starting materials: CCOC(C)=O, CCO, CC1(C)C=C(B2OC(C)(C)C(C)(C)O2)CC(C)(C)C1, Cc1ccccc1, O=[N+]([O-])c1cccc(F)c1OS(=O)(=O)C(F)(F)F, [Na+], [Na+], O=C([O-])[O-], O, c1ccc(P(c2ccccc2)(c2ccccc2)[Pd](P(c2ccccc2)(c2ccccc2)c2ccccc2)(P(c2ccccc2)(c2ccccc2)c2ccccc2)P(c2ccccc2)(c2ccccc2)c2ccccc2)cc1. Yields the product CC1(C)C=C(c2c(F)cccc2[N+](=O)[O-])CC(C)(C)C1. RXN SMILES: [CH3:128][CH2:129][O:130][C:131](=[O:132])[CH3:133].[CH3:135][CH2:136][OH:137].[CH3:19][C:20]1([CH3:21])[C:22]([CH3:23])([CH3:24])[O:25][B:26]([C:27]2=[CH:28][C:29]([CH3:35])([CH3:36])[CH2:30][C:31]([CH3:33])([CH3:34])[CH2:32]2)[O:37]1.[CH3:38][c:39]1[cH:40][cH:41][cH:42][cH:43][cH:44]1.[F:1][c:2]1[c:3]([O:11][S:12]([C:13]([F:14])([F:15])[F:16])(=[O:17])=[O:18])[c:4]([N+:8](=[O:9])[O-:10])[cH:5][cH:6][cH:7]1.[Na+:45].[Na+:46].[O-:47][C:48](=[O:49])[O-:50].[OH2:134].[cH:51]1[cH:52][cH:53][c:54]([P:55]([Pd:56]([P:57]([c:58]2[cH:59][cH:60][cH:61][cH:62][cH:63]2)([c:64]2[cH:65][cH:66][cH:67][cH:68][cH:69]2)[c:70]2[cH:71][cH:72][cH:73][cH:74][cH:75]2)([P:76]([c:77]2[cH:78][cH:79][cH:80][cH:81][cH:82]2)([c:83]2[cH:84][cH:85][cH:86][cH:87][cH:88]2)[c:89]2[cH:90][cH:91][cH:92][cH:93][cH:94]2)[P:95]([c:96]2[cH:97][cH:98][cH:99][cH:100][cH:101]2)([c:102]2[cH:103][cH:104][cH:105][cH:106][cH:107]2)[c:108]2[cH:109][cH:110][cH:111][cH:112][cH:113]2)([c:114]2[cH:115][cH:116][cH:117][cH:118][cH:119]2)[c:120]2[cH:121][cH:122][cH:123][cH:124][cH:125]2)[cH:126][cH:127]1>>[F:1][c:2]1[c:3]([C:27]2=[CH:28][C:29]([CH3:35])([CH3:36])[CH2:30][C:31]([CH3:33])([CH3:34])[CH2:32]2)[c:4]([N+:8](=[O:9])[O-:10])[cH:5][cH:6][cH:7]1.